Dataset: the Open Reaction Database (ORD), a public repository of structured organic reaction records. Task: describe an organic reaction: reactants, conditions, products, and yield Starting materials: C(C)(C)(C)OC(N(C)C(C)C(NC1=NC(=CC(=C1)C=1C2=C(N=CN1)C(=NN2C)C)C#CC=2C=C1C=CN=C(C1=CC2)C)=O)=O.[H][H] (tert-butyl-N-{1-[(4-{1,3-dimethyl-1H-pyrazolo[4,3-d]pyrimidin-7-yl}-6-[2-(1-methylisoquinolin-6-yl)ethynyl]pyridin-2-yl)carbamoyl]ethyl}-N-methylcarbamate H2), [OH-].[K+] (potassium hydroxide). Conditions: temperature 60 celsius, time 2 day. The product is CN1N=C(C=2N=CN=C(C21)C2=CC(=NC(=C2)C#CC=2C=C1C=CN=C(C1=CC2)C)N)C (4-{1,3-dimethyl-1H-pyrazolo[4,3-d]pyrimidin-7-yl}-6-[2-(1-methylisoquinolin-6-yl)ethynyl]pyridin-2-amine). Reaction SMILES: C(OC(=O)N(C(C(=O)[NH:12][C:13]1[CH:18]=[C:17]([C:19]2[C:20]3[N:27]([CH3:28])[N:26]=[C:25]([CH3:29])[C:21]=3[N:22]=[CH:23][N:24]=2)[CH:16]=[C:15]([C:30]#[C:31][C:32]2[CH:33]=[C:34]3[C:39](=[CH:40][CH:41]=2)[C:38]([CH3:42])=[N:37][CH:36]=[CH:35]3)[N:14]=1)C)C)(C)(C)C.[H][H].[OH-].[K+]>>[CH3:28][N:27]1[C:20]2[C:19]([C:17]3[CH:16]=[C:15]([C:30]#[C:31][C:32]4[CH:33]=[C:34]5[C:39](=[CH:40][CH:41]=4)[C:38]([CH3:42])=[N:37][CH:36]=[CH:35]5)[N:14]=[C:13]([NH2:12])[CH:18]=3)=[N:24][CH:23]=[N:22][C:21]=2[C:25]([CH3:29])=[N:26]1 |f:0.1,2.3|. Reported procedure: A mixture of tert-butyl-N-{1-[(4-{1,3-dimethyl-1H-pyrazolo[4,3-d]pyrimidin-7-yl}-6-[2-(1-methylisoquinolin-6-yl)ethynyl]pyridin-2-yl)carbamoyl]ethyl}-N-methylcarbamate H2 (150 mg, 0.31 mmol) and potassium hydroxide (1 mol/l solution in MeOH:water=2:1, 3 ml, 3 mmol) is stirred at 60° C. for 2 days. The precipitate is collected and purified by NP chromatography to yield 4-{1,3-dimethyl-1H-pyrazolo[4,3-d]pyrimidin-7-yl}-6-[2-(1-methylisoquinolin-6-yl)ethynyl]pyridin-2-amine. Yield: 110 mg (89%). HP...